Dataset: the Open Reaction Database (ORD), a public repository of structured organic reaction records. Task: describe an organic reaction: reactants, conditions, products, and yield Starting materials: NC1=C(C(=O)N)C=C(C=C1)Br (2-amino-5-bromobenzamide), II, ClC=1N=C(C2=C(N1)N(C=C2)S(=O)(=O)C2=CC=C(C=C2)C)Cl (2,4-dichloro-7-[(4-methylphenyl)sulfonyl]-7H-pyrrolo[2,3-d]pyrimidine). Product: BrC=1C=CC(=C(C(=O)N)C1)NC=1C2=C(N=C(N1)Cl)N(C=C2)S(=O)(=O)C2=CC=C(C=C2)C (5-bromo-2-({2-chloro-7-[(4-methylphenyl)sulfonyl]-7H-pyrrolo[2,3-d]pyrimidin-4-yl}amino)benzamide), solid. Isolated yield 35.0%. As a reaction SMILES: [Cl:1][C:2]1[N:3]=[C:4](Cl)[C:5]2[CH:10]=[CH:9][N:8]([S:11]([C:14]3[CH:19]=[CH:18][C:17]([CH3:20])=[CH:16][CH:15]=3)(=[O:13])=[O:12])[C:6]=2[N:7]=1.[NH2:22][C:23]1[CH:31]=[CH:30][C:29]([Br:32])=[CH:28][C:24]=1[C:25]([NH2:27])=[O:26]>>[Br:32][C:29]1[CH:30]=[CH:31][C:23]([NH:22][C:4]2[C:5]3[CH:10]=[CH:9][N:8]([S:11]([C:14]4[CH:19]=[CH:18][C:17]([CH3:20])=[CH:16][CH:15]=4)(=[O:13])=[O:12])[C:6]=3[N:7]=[C:2]([Cl:1])[N:3]=2)=[C:24]([CH:28]=1)[C:25]([NH2:27])=[O:26]. Reported procedure: Using General Protocol II and starting with 2,4-dichloro-7-[(4-methylphenyl)sulfonyl]-7H-pyrrolo[2,3-d]pyrimidine (4.0 g, 11.7 mmol) and 2-amino-5-bromobenzamide (7.6 g, 35.2 mmol), 5-bromo-2-({2-chloro-7-[(4-methylphenyl)sulfonyl]-7H-pyrrolo[2,3-d]pyrimidin-4-yl}amino)benzamide was isolated as a yellow solid (2.1 g, 35% Yield); 1H NMR (400 MHz, DMSO-d6) δppm 2.36 (s, 3 H), 6.70 (d, J=3.66 Hz, 1 H), 7.46 (d, J=8.42 Hz, 2 H), 7.74-7.78 (m, 2 H), 7.88 (s, 1 H), 7.97 (d, J=8.42 Hz, 2 H), 8.00 (d, J...